From a dataset of the Open Reaction Database (ORD), a public repository of structured organic reaction records. describe an organic reaction: reactants, conditions, products, and yield Reactants: OCCCN1N=C(C2=CC=CC=C12)C=1C(NC(C1C1=CN(C2=CC=CC=C12)C1=CC2=CC=CC=C2C=C1)=O)=O (3-[1-(3-hydroxypropyl)-1H-indazol-3-yl]-4-[1-(2-naphthalenyl)-1H-indol-3-yl]-1H-pyrrole-2,5-dione), Cl (HCl), N1=CC=CC=C1 (pyridine), CS(=O)(=O)OS(=O)(=O)C (methanesulfonic anhydride). Solvent: C1CCOC1 (THF), C1CCOC1 (THF). Reaction conditions: temperature 50 celsius, time 15 minute. Product: CS(=O)(=O)OCCCN1N=C(C2=CC=CC=C12)C=1C(NC(C1C1=CN(C2=CC=CC=C12)C1=CC2=CC=CC=C2C=C1)=O)=O (3-[1-[3-[(methylsulfonyl)oxy]propyl]-1H-indazol-3-yl]-4-[1-(2-naphthalenyl)-1H-indol-3-yl]-1H-pyrrole-2,5-dione), Compound 26a. The yield is 92.0%. RXN SMILES: N1C=CC=CC=1.[CH3:7][S:8]([O:11]S(C)(=O)=O)(=[O:10])=[O:9].O[CH2:17][CH2:18][CH2:19][N:20]1[C:28]2[C:23](=[CH:24][CH:25]=[CH:26][CH:27]=2)[C:22]([C:29]2[C:30](=[O:54])[NH:31][C:32](=[O:53])[C:33]=2[C:34]2[C:42]3[C:37](=[CH:38][CH:39]=[CH:40][CH:41]=3)[N:36]([C:43]3[CH:52]=[CH:51][C:50]4[C:45](=[CH:46][CH:47]=[CH:48][CH:49]=4)[CH:44]=3)[CH:35]=2)=[N:21]1.Cl>C1COCC1>[CH3:7][S:8]([O:11][CH2:17][CH2:18][CH2:19][N:20]1[C:28]2[C:23](=[CH:24][CH:25]=[CH:26][CH:27]=2)[C:22]([C:29]2[C:30](=[O:54])[NH:31][C:32](=[O:53])[C:33]=2[C:34]2[C:42]3[C:37](=[CH:38][CH:39]=[CH:40][CH:41]=3)[N:36]([C:43]3[CH:52]=[CH:51][C:50]4[C:45](=[CH:46][CH:47]=[CH:48][CH:49]=4)[CH:44]=3)[CH:35]=2)=[N:21]1)(=[O:10])=[O:9]. Reported procedure: Following the procedure of Example 26, pyridine (0.7 g, 8.35 mmol) and methanesulfonic anhydride (1.09 g, 6.26 mmol) were added to Compound 84 (1.07 g, 2.09 mmol) (prepared in Example 24) in THF (20 mL). The mixture was heated at 50° C. for 2 h, then cooled to rt. Another portion of THF (10 mL) was added, followed by addition of 1N HCl (10 mL). The mixture was stirred for 15 min, then extracted with EtOAc several times. The combined EtOAc layers were washed once with 1 N HCl (10 mL), water (2×20... Reactants: CN1CC2=CC=CC=C2C2(C1)OC1=C(C2)C=CC=C1 (2'-methylspiro[benzofuran-2(3H),4'(2'H)-isoquinoline]), ClC(=O)OCC (ethyl chloroformate). The solvent is C1=CC=CC=C1 (benzene). The product is C(C)OC(=O)N1CC2=CC=CC=C2C2(C1)OC1=C(C2)C=CC=C1 (2'-Ethoxycarbonylspiro[benzofuran-2(3H),4'(2'H)-isoquinoline]). Yield: 74.7%. RXN SMILES: C[N:2]1[CH2:11][C:10]2([CH2:15][C:14]3[CH:16]=[CH:17][CH:18]=[CH:19][C:13]=3[O:12]2)[C:9]2[C:4](=[CH:5][CH:6]=[CH:7][CH:8]=2)[CH2:3]1.Cl[C:21]([O:23][CH2:24][CH3:25])=[O:22]>C1C=CC=CC=1>[CH2:24]([O:23][C:21]([N:2]1[CH2:11][C:10]2([CH2:15][C:14]3[CH:16]=[CH:17][CH:18]=[CH:19][C:13]=3[O:12]2)[C:9]2[C:4](=[CH:5][CH:6]=[CH:7][CH:8]=2)[CH2:3]1)=[O:22])[CH3:25]. Procedure: A solution of 2'-methylspiro[benzofuran-2(3H),4'(2'H)-isoquinoline] (26.1 g) and ethyl chloroformate (12.4 g) is heated under reflux in benzene (275 ml) overnight. The reaction mixture is washed with water (3x), saturated sodium chloride solution and dried over anhydrous magnesium sulfate. After filtering, the solvent is removed to yield 24 g (76%) of product as a solid, mp 65°-75°. A sample is thrice recrystallized from hexane to yield the product, mp 89°-90°.